Dataset: the Open Reaction Database (ORD), a public repository of structured organic reaction records. Task: describe an organic reaction: reactants, conditions, products, and yield Solvent: O (water). Starting materials: C(C)OC(C1=CC=C(C=C1)NC=1C(N(C=C(C1)Br)C)=O)=O (4-(5-Bromo-1-methyl-2-oxo-1,2-dihydropyridin-3-ylamino)-benzoic acid ethyl ester), C(C)(C)(C)C1=CC=C(C(=O)NC2=C(C(=CC=C2)B2OC(C(O2)(C)C)(C)C)C)C=C1 (4-tert-Butyl-N-[2-methyl-3-(4,4,5,5-tetramethyl-[1,3,2]dioxaborolan-2-yl)-phenyl]-benzamide), C([O-])([O-])=O.[Na+].[Na+] (sodium carbonate), COCCOC (1,2-dimethoxyethane). Reported procedure: A mixture of 4-(5-bromo-1-methyl-2-oxo-1,2-dihydropyridin-3-ylamino)-benzoic acid ethyl ester (2) (380 mg; 1.1 mmol), 4-tert-butyl-N-[2-methyl-3-(4,4,5,5-tetramethyl-[1,3,2]dioxaborolan-2-yl)-phenyl]-benzamide (5) (510 mg; 1.3 mmol), tetrakis(triphenylphosphine)palladium (130 mg; 0.1 mmol), 1N sodium carbonate (1.6 mL; 3.2 mmol), and 1,2-dimethoxyethane (8 mL) was heated at 100° C. in a sealed pressure vessel for 16 h. The mixture was cooled to room temperature, treated with water (70 mL) and ex... The yield is 77.8%. RXN SMILES: [CH2:1]([O:3][C:4](=[O:21])[C:5]1[CH:10]=[CH:9][C:8]([NH:11][C:12]2[C:13](=[O:20])[N:14]([CH3:19])[CH:15]=[C:16](Br)[CH:17]=2)=[CH:7][CH:6]=1)[CH3:2].[C:22]([C:26]1[CH:50]=[CH:49][C:29]([C:30]([NH:32][C:33]2[CH:38]=[CH:37][CH:36]=[C:35](B3OC(C)(C)C(C)(C)O3)[C:34]=2[CH3:48])=[O:31])=[CH:28][CH:27]=1)([CH3:25])([CH3:24])[CH3:23].C(=O)([O-])[O-].[Na+].[Na+].COCCOC>C1C=CC([P]([Pd]([P](C2C=CC=CC=2)(C2C=CC=CC=2)C2C=CC=CC=2)([P](C2C=CC=CC=2)(C2C=CC=CC=2)C2C=CC=CC=2)[P](C2C=CC=CC=2)(C2C=CC=CC=2)C2C=CC=CC=2)(C2C=CC=CC=2)C2C=CC=CC=2)=CC=1.O>[CH2:1]([O:3][C:4](=[O:21])[C:5]1[CH:10]=[CH:9][C:8]([NH:11][C:12]2[C:13](=[O:20])[N:14]([CH3:19])[CH:15]=[C:16]([C:35]3[CH:36]=[CH:37][CH:38]=[C:33]([NH:32][C:30](=[O:31])[C:29]4[CH:28]=[CH:27][C:26]([C:22]([CH3:23])([CH3:24])[CH3:25])=[CH:50][CH:49]=4)[C:34]=3[CH3:48])[CH:17]=2)=[CH:7][CH:6]=1)[CH3:2] |f:2.3.4,^1:66,68,87,106|. Product: C(C)OC(C1=CC=C(C=C1)NC=1C(N(C=C(C1)C1=C(C(=CC=C1)NC(C1=CC=C(C=C1)C(C)(C)C)=O)C)C)=O)=O (4-{5-[3-(4-tert-Butyl-benzoylamino)-2-methylphenyl]-1-methyl-2-oxo-1,2-dihydro-pyridin-3-ylamino}-benzoic acid ethyl ester). Conditions: temperature 100 celsius. The reagents and catalysts are C=1C=CC(=CC1)[P](C=2C=CC=CC2)(C=3C=CC=CC3)[Pd]([P](C=4C=CC=CC4)(C=5C=CC=CC5)C=6C=CC=CC6)([P](C=7C=CC=CC7)(C=8C=CC=CC8)C=9C=CC=CC9)[P](C=1C=CC=CC1)(C=1C=CC=CC1)C=1C=CC=CC1 (tetrakis(triphenylphosphine)palladium). The reactants are CCc1cccc2c3c([nH]c12)C(CC)(CC=O)OCC3, C1CCOC1, [Na+], O=C([O-])O. Product: CCc1cccc2c3c([nH]c12)C(CC)(CC(C)O)OCC3. As a reaction SMILES: [CH2:1]([CH3:2])[C:3]1([CH2:18][CH:19]=[O:20])[O:4][CH2:5][CH2:6][c:7]2[c:8]1[nH:9][c:10]1[c:11]([CH2:16][CH3:17])[cH:12][cH:13][cH:14][c:15]21.[CH2:21]1[O:22][CH2:23][CH2:24][CH2:25]1.[Na+:30].[O-:26][C:27]([OH:28])=[O:29]>>[CH2:1]([CH3:2])[C:3]1([CH2:18][CH:19]([OH:20])[CH3:21])[O:4][CH2:5][CH2:6][c:7]2[c:8]1[nH:9][c:10]1[c:11]([CH2:16][CH3:17])[cH:12][cH:13][cH:14][c:15]21.